Dataset: the Open Reaction Database (ORD), a public repository of structured organic reaction records. Task: describe an organic reaction: reactants, conditions, products, and yield Reaction SMILES: [Br:1][C:2]1[C:3]([C@H:10]([NH:20]C(=O)CN2C3CCCCC=3C(C(F)(F)F)=N2)[CH2:11][C:12]2[CH:17]=[C:16]([F:18])[CH:15]=[C:14]([F:19])[CH:13]=2)=[N:4][C:5]([S:8][CH3:9])=[N:6][CH:7]=1.[F:37][CH:38]([F:56])[C:39]1[C:47]2[C:46]([F:49])([F:48])[CH2:45][CH2:44][C:43]([F:51])([F:50])[C:42]=2[N:41]([CH2:52][C:53](O)=[O:54])[N:40]=1.Cl.BrC1C([C@@H](N)CC2C=C(F)C=C(F)C=2)=NC(SC)=NC=1>>[Br:1][C:2]1[C:3]([C@@H:10]([NH:20][C:53](=[O:54])[CH2:52][N:41]2[C:42]3[C:43]([F:50])([F:51])[CH2:44][CH2:45][C:46]([F:49])([F:48])[C:47]=3[C:39]([CH:38]([F:56])[F:37])=[N:40]2)[CH2:11][C:12]2[CH:17]=[C:16]([F:18])[CH:15]=[C:14]([F:19])[CH:13]=2)=[N:4][C:5]([S:8][CH3:9])=[N:6][CH:7]=1 |f:2.3|. Procedure: The title compound (12B) was prepared according to the method presented for the synthesis of compound 11G of Example 11 utilizing 2-(3-(difluoromethyl)-4,4,7,7-tetrafluoro-4,5,6,7-tetrahydro-1H-indazol-1-yl)acetic acid and 12A. MS (m/z) 644.22 [M+H]+. The reactants are BrC=1C(=NC(=NC1)SC)[C@@H](CC1=CC(=CC(=C1)F)F)NC(CN1N=C(C=2CCCCC12)C(F)(F)F)=O ((R)—N-(1-(5-bromo-2-(methylthio)pyrimidin-4-yl)-2-(3,5-difluorophenyl)ethyl)-2-(3-(trifluoromethyl)-4,5,6,7-tetrahydro-1H-indazol-1-yl)acetamide), FC(C1=NN(C=2C(CCC(C12)(F)F)(F)F)CC(=O)O)F (2-(3-(difluoromethyl)-4,4,7,7-tetrafluoro-4,5,6,7-tetrahydro-1H-indazol-1-yl)acetic acid), Cl.BrC=1C(=NC(=NC1)SC)[C@H](CC1=CC(=CC(=C1)F)F)N ((S)-1-(5-bromo-2-(methylthio)pyrimidin-4-yl)-2-(3,5-difluorophenyl)ethanamine hydrochloride). Product: BrC=1C(=NC(=NC1)SC)[C@H](CC1=CC(=CC(=C1)F)F)NC(CN1N=C(C=2C(CCC(C12)(F)F)(F)F)C(F)F)=O ((S)—N-(1-(5-bromo-2-(methylthio)pyrimidin-4-yl)-2-(3,5-difluorophenyl)ethyl)-2-(3-(difluoromethyl)-4,4,7,7-tetrafluoro-4,5,6,7-tetrahydro-1H-indazol-1-yl)acetamide). Starting materials: aqueous solution, Cl (hydrochloric acid), FC(C=1C=C(C=C(C1)C(F)(F)F)C(C(=O)N(C)C=1C=NC(=CC1C1=C(C=CC=C1)Cl)NCC(C)=O)(C)C)(F)F (2-(3,5-bis-trifluoromethyl-phenyl)-N-[4-(2-chloro-phenyl)-6-(2-oxo-propylamino)-pyridin-3-yl]-N-methyl-isobutyramide), solution, C[Mg]Br (methylmagnesium bromide). The solvent is O1CCCC1 (tetrahydrofuran), C(C)OCC (diethyl ether). Reaction conditions: temperature 65 celsius, time 3 hour. Yields the product FC(C=1C=C(C=C(C1)C(F)(F)F)C(C(=O)N(C)C=1C=NC(=CC1C1=C(C=CC=C1)Cl)NCC(C)(C)O)(C)C)(F)F (2-(3,5-Bis-trifluoromethyl-phenyl)-N-[4-(2-chloro-phenyl)-6-(2-hydroxy-2-methyl-propylamino)-pyridin-3-yl]-N-methyl-isobutyramide). Isolated yield 50.0%. As a reaction SMILES: [F:1][C:2]([F:39])([F:38])[C:3]1[CH:4]=[C:5]([C:13]([CH3:37])([CH3:36])[C:14]([N:16]([C:18]2[CH:19]=[N:20][C:21]([NH:31][CH2:32][C:33](=[O:35])[CH3:34])=[CH:22][C:23]=2[C:24]2[CH:29]=[CH:28][CH:27]=[CH:26][C:25]=2[Cl:30])[CH3:17])=[O:15])[CH:6]=[C:7]([C:9]([F:12])([F:11])[F:10])[CH:8]=1.[CH3:40][Mg]Br.Cl>O1CCCC1.C(OCC)C>[F:39][C:2]([F:1])([F:38])[C:3]1[CH:4]=[C:5]([C:13]([CH3:36])([CH3:37])[C:14]([N:16]([C:18]2[CH:19]=[N:20][C:21]([NH:31][CH2:32][C:33]([OH:35])([CH3:40])[CH3:34])=[CH:22][C:23]=2[C:24]2[CH:29]=[CH:28][CH:27]=[CH:26][C:25]=2[Cl:30])[CH3:17])=[O:15])[CH:6]=[C:7]([C:9]([F:12])([F:11])[F:10])[CH:8]=1. Procedure: To a solution of 100 mg (0.175 mmol) 2-(3,5-bis-trifluoromethyl-phenyl)-N-[4-(2-chloro-phenyl)-6-(2-oxo-propylamino)-pyridin-3-yl]-N-methyl-isobutyramide in 1 ml tetrahydrofuran was added a 3 N solution of methylmagnesium bromide in diethyl ether at room temperature. The reaction mixture was stirred at room temperature for 1 h and at 65° C. for 3 h. After cooling to room temperature few drops of a 1 N aqueous solution of hydrochloric acid were added to the reaction mixture, followed by extractio... Yields the product C(CCCCCCCCCCC)N1COC2=C(C1)C(=C(C(=C2C)C)O)C (3-dodecyl-6-hydroxy-5,7,8-trimethyl-4H-1,3-benzoxazine). Reported procedure: A mixture of paraformaldehyde (6.0 g., 0.2 mole) and dodecylamine (18.5 g., 0.1 mole) is refluxed in ethanol until nearly everything dissolves. A solution of 15.2 g. (0.1 mole) trimethylhydroquinone in 100 ml. of ethanol is added and is refluxed for 2 hr. On cooling, the product precipitates as a fluffy white solid. The yield is 19.3 g. The NMR spectrum confirms the structure. The reactants are C(C)O (ethanol), C=O (paraformaldehyde), C(CCCCCCCCCCC)N (dodecylamine), C(C)O (ethanol), CC=1C(=C(C(=C(O)C1)C)C)O (trimethylhydroquinone). Reaction SMILES: [CH2:1]=[O:2].[CH2:3]([NH2:15])[CH2:4][CH2:5][CH2:6][CH2:7][CH2:8][CH2:9][CH2:10][CH2:11][CH2:12][CH2:13][CH3:14].[CH3:16][C:17]1[C:18]([OH:26])=[C:19]([CH3:25])[C:20]([CH3:24])=[C:21]([CH:23]=1)O.[CH2:27](O)C>>[CH2:3]([N:15]1[CH2:24][C:20]2[C:19]([CH3:25])=[C:18]([OH:26])[C:17]([CH3:16])=[C:23]([CH3:27])[C:21]=2[O:2][CH2:1]1)[CH2:4][CH2:5][CH2:6][CH2:7][CH2:8][CH2:9][CH2:10][CH2:11][CH2:12][CH2:13][CH3:14]. Reactants: CC(C)(C)c1ccc(S(=O)(=O)C2CCNCC2)cc1, C1COCCO1, CCN(C(C)C)C(C)C, Fc1cccnc1Cl. The product is CC(C)(C)c1ccc(S(=O)(=O)C2CCN(c3ncccc3F)CC2)cc1. RXN SMILES: [C:1]([CH3:2])([CH3:3])([CH3:4])[c:5]1[cH:6][cH:7][c:8]([S:11](=[O:12])(=[O:13])[CH:14]2[CH2:15][CH2:16][NH:17][CH2:18][CH2:19]2)[cH:9][cH:10]1.[CH2:37]1[O:38][CH2:39][CH2:40][O:41][CH2:42]1.[CH:28]([N:29]([CH2:30][CH3:31])[CH:32]([CH3:33])[CH3:34])([CH3:35])[CH3:36].[Cl:20][c:21]1[n:22][cH:23][cH:24][cH:25][c:26]1[F:27]>>[C:1]([CH3:2])([CH3:3])([CH3:4])[c:5]1[cH:6][cH:7][c:8]([S:11](=[O:12])(=[O:13])[CH:14]2[CH2:15][CH2:16][N:17]([c:21]3[n:22][cH:23][cH:24][cH:25][c:26]3[F:27])[CH2:18][CH2:19]2)[cH:9][cH:10]1. Reported procedure: Under nitrogen 425 ml of diethylaluminum cyanide (1.5M in toluene) is added to 93 g cis-dimethyl 1,1a,2,7b-tetrahydro-6-methoxybenzo[b]cyclopropa[d]pyran-1,1-dicarboxylate in 1250 ml toluene. After stirring 2 h at 25°, the reaction mixture is poured into 1250 ml 17.4% HCl. The aqueous phase is separated and extracted with three 100 ml portions of ethyl acetate and three 200 ml portions of CH2Cl2. The combined organic phases are washed with 500 ml 2N HCl, 500 ml brine, dried over Na2SO4, filtered... Reaction conditions: time 2 hour. Yields the product COC=1C=CC2=C([C@H]([C@@H](CO2)C(C(=O)OC)C(=O)OC)C#N)C1 (trans(±)-dimethyl 2-(3,4-dihydro-6-methoxy-4-cyano-2H-[1]benzopyran-3-yl)-propanedioate). The solvent is C1(=CC=CC=C1)C (toluene). The reactants are [C-]#N.C(C)[Al+]CC (diethylaluminum cyanide), COC1=CC2=C(OC[C@H]3[C@@H]2C3(C(=O)OC)C(=O)OC)C=C1 (cis-dimethyl 1,1a,2,7b-tetrahydro-6-methoxybenzo[b]cyclopropa[d]pyran-1,1-dicarboxylate), Cl (HCl). Reaction SMILES: [C-:1]#[N:2].C([Al+]CC)C.[CH3:8][O:9][C:10]1[CH:28]=[CH:27][C:13]2[O:14][CH2:15][C@@H:16]3[C:18]([C:23]([O:25][CH3:26])=[O:24])([C:19]([O:21][CH3:22])=[O:20])[C@@H:17]3[C:12]=2[CH:11]=1.Cl>C1(C)C=CC=CC=1>[CH3:8][O:9][C:10]1[CH:28]=[CH:27][C:13]2[O:14][CH2:15][C@@H:16]([CH:18]([C:23]([O:25][CH3:26])=[O:24])[C:19]([O:21][CH3:22])=[O:20])[C@H:17]([C:1]#[N:2])[C:12]=2[CH:11]=1 |f:0.1|. Starting materials: CC1=NC(=NO1)C(C(=O)OCC)C (ethyl 2(5-methyl-1,2,4-oxadiazol-3-yl)propanoate), BrN1C(CCC1=O)=O (N-bromosuccinimide), CC(C)(C#N)N=NC(C)(C)C#N (AIBN). The solvent is C(Cl)(Cl)(Cl)Cl (carbon tetrachloride). Product: BrC(C(=O)OCC)(C)C1=NOC(=N1)C (ethyl 2-bromo-2(5-methyl-1,2,4-oxadiazol-3-yl)propanoate). RXN SMILES: [CH3:1][C:2]1[O:6][N:5]=[C:4]([CH:7]([CH3:13])[C:8]([O:10][CH2:11][CH3:12])=[O:9])[N:3]=1.[Br:14]N1C(=O)CCC1=O.CC(N=NC(C#N)(C)C)(C#N)C>C(Cl)(Cl)(Cl)Cl>[Br:14][C:7]([C:4]1[N:3]=[C:2]([CH3:1])[O:6][N:5]=1)([CH3:13])[C:8]([O:10][CH2:11][CH3:12])=[O:9]. Procedure details: A carbon tetrachloride (30 mL) solution containing the intermediate from Step B (1.9 g, 10.3 mmol), N-bromosuccinimide (3.56 g, 20 mmol) and AIBN (0.1 g) was heated at reflux for 4 hours. The solution was cooled to room temperature, filtered and concentrated. The residue was purified by silica gel chromatography using a hexanes/EtOAc gradient to give the indicated product. m/z=263.0 (M+H). Reactants: O.NN (hydrazine hydrate), ClC1=CC2=C(N=N1)CCN(C2)C(CCCCCCC)=O (3-chloro-6-octanoyl-5,6,7,8-tetrahydropyrido(4,3-c]pyridazine), C1=CC(=C(C=C1O)C(=O)O)O (gentisinate). Run in O1CCOCC1 (dioxane). Product: N(N)C1=CC2=C(N=N1)CCN(C2)C(CCCCCCC)=O (3-Hydrazino-6-octanoyl-5,6,7,8-tetrahydropyrido[4,3-c]pyridazine). As a reaction SMILES: Cl[C:2]1[N:7]=[N:6][C:5]2[CH2:8][CH2:9][N:10]([C:12](=[O:20])[CH2:13][CH2:14][CH2:15][CH2:16][CH2:17][CH2:18][CH3:19])[CH2:11][C:4]=2[CH:3]=1.O.[NH2:22][NH2:23].C1C(O)=CC(C(O)=O)=C(O)C=1>O1CCOCC1>[NH:22]([C:2]1[N:7]=[N:6][C:5]2[CH2:8][CH2:9][N:10]([C:12](=[O:20])[CH2:13][CH2:14][CH2:15][CH2:16][CH2:17][CH2:18][CH3:19])[CH2:11][C:4]=2[CH:3]=1)[NH2:23] |f:1.2|. Reported procedure: 11.5 g of 3-chloro-6-octanoyl-5,6,7,8-tetrahydropyrido(4,3-c]pyridazine, dissolved in 50 cc of dioxane, and 30 cc of hydrazine hydrate are stirred at a bath temperature of 100° for 16 hours, and the mixture is worked up as described in Example 17. The gentisinate of the title compound has a M.P. of 164°-166° (decomp., from methanol). Starting materials: ClC=1C2=C(N=CN1)SC(=C2CC)C (4-chloro-5-ethyl-6-methylthieno[2,3-d]pyrimidine), NC1=C([Se]C(=C1)C(C)(C)C)C(=O)N (3-amino-5-tert-butylselenophene-2-carboxamide), CN(C)C=O.[OH-].[Na+] (DMF NaOH). Product: C(C)C1=C(SC=2N=CN=C(C21)NC2=C([Se]C(=C2)C(C)(C)C)C(=O)N)C (3-(5-Ethyl-6-methylthiopheno[2,3-d]pyrimidin-4-ylamino)-5-tert-butylselenophene-2-carboxamide). RXN SMILES: Cl[C:2]1[C:3]2[C:10]([CH2:11][CH3:12])=[C:9]([CH3:13])[S:8][C:4]=2[N:5]=[CH:6][N:7]=1.[NH2:14][C:15]1[CH:19]=[C:18]([C:20]([CH3:23])([CH3:22])[CH3:21])[Se:17][C:16]=1[C:24]([NH2:26])=[O:25].CN(C=O)C.[OH-].[Na+]>>[CH2:11]([C:10]1[C:3]2[C:2]([NH:14][C:15]3[CH:19]=[C:18]([C:20]([CH3:23])([CH3:21])[CH3:22])[Se:17][C:16]=3[C:24]([NH2:26])=[O:25])=[N:7][CH:6]=[N:5][C:4]=2[S:8][C:9]=1[CH3:13])[CH3:12] |f:2.3.4|. Procedure: The reaction of 4-chloro-5-ethyl-6-methylthieno[2,3-d]pyrimidine with 3-amino-5-tert-butylselenophene-2-carboxamide in the presence of DMF/NaOH as described in Example 1 gave title compound as an off-white color solid, mp 234-236° C. IR (KBr) vmax 3332, 3154, 2962, 1665, 1585, 1362, 1221, 1048, 927, 838, 778 cm−1; 1H NMR (400 MHz, CDCl3): δ 11.04 (1H, s, exchangeable with D2O), 8.64 (1H, s), 8.56 (1H, s), 5.34 (2H, br s, exchangeable with D2O), 3.15 (2H, q, J=7.5 Hz), 2.49 (3H, s), 1.45 (9H, s),... Reactants: C(C1=CC=CC=C1)OC(=O)N1CCC(CC1)NC1=C(C=NC2=CC=C(N=C12)C=1C=NC2=CC=CC=C2C1)C(=O)OC (methyl 4-({1-[(benzyloxy)carbonyl]piperidin-4-yl}amino)-6-quinolin-3-yl-1,5-naphthyridine-3-carboxylate), [OH-].[Li+] (lithium hydroxide), C(C)O (ethanol). Solvent: O (water). Conditions: time 2 hour. The product is C(C1=CC=CC=C1)OC(=O)N1CCC(CC1)NC1=C(C=NC2=CC=C(N=C12)C=1C=NC2=CC=CC=C2C1)C(=O)O (4-({1-[(benzyloxy)carbonyl]piperidin-4-yl}amino)-6-quinolin-3-yl-1,5-naphthyridine-3-carboxylic acid). The yield is 97.5%. RXN SMILES: [CH2:1]([O:8][C:9]([N:11]1[CH2:16][CH2:15][CH:14]([NH:17][C:18]2[C:27]3[C:22](=[CH:23][CH:24]=[C:25]([C:28]4[CH:29]=[N:30][C:31]5[C:36]([CH:37]=4)=[CH:35][CH:34]=[CH:33][CH:32]=5)[N:26]=3)[N:21]=[CH:20][C:19]=2[C:38]([O:40]C)=[O:39])[CH2:13][CH2:12]1)=[O:10])[C:2]1[CH:7]=[CH:6][CH:5]=[CH:4][CH:3]=1.[OH-].[Li+].C(O)C>O>[CH2:1]([O:8][C:9]([N:11]1[CH2:16][CH2:15][CH:14]([NH:17][C:18]2[C:27]3[C:22](=[CH:23][CH:24]=[C:25]([C:28]4[CH:29]=[N:30][C:31]5[C:36]([CH:37]=4)=[CH:35][CH:34]=[CH:33][CH:32]=5)[N:26]=3)[N:21]=[CH:20][C:19]=2[C:38]([OH:40])=[O:39])[CH2:13][CH2:12]1)=[O:10])[C:2]1[CH:7]=[CH:6][CH:5]=[CH:4][CH:3]=1 |f:1.2|. Reported procedure: A mixture of compound 46 (8.2 g, 15 mmol) and lithium hydroxide (480 mg, 20 mmol) in 2:1 ethanol:water (150 mL) was heated to 75° C. resulting in a solution. After 2 hours, the solution was cooled to room temperature and concentrated. The residue was taken up in water (200 mL) and the solution was acidified with 1 N HCl (20 mL). The precipitate was collected by filtration and dried at 60° C. under vacuum to afford 4-({1-[(benzyloxy)carbonyl]piperidin-4-yl}amino)-6-quinolin-3-yl-1,5-naphthyridine...